The task is: describe an organic reaction: reactants, conditions, products, and yield. This data is from the Open Reaction Database (ORD), a public repository of structured organic reaction records. Starting materials: CC(=O)C1=CC(=CC=C1)N (3-aminoacetophenone), CN1CCOCC1 (N-methylmorpholine), OC(=O)CCCC[C@@H]1SC[C@@H]2NC(=O)N[C@H]12 (D-biotin), ( g ), CN1CCOCC1 (N-methylmorpholine), ClC(=O)OCC(C)C (isobutyl chloroformate). Run in CN(C)C=O (DMF), CN(C)C=O (DMF). Run at temperature 0 celsius, time 30 minute. Product: C(C)(=O)C=1C=CC=CC1.OC(=O)CCCC[C@@H]1SC[C@@H]2NC(=O)N[C@H]12 (Biotin meta-acetophenone). Yield: 70.0%. As a reaction SMILES: [OH:1][C:2]([CH2:4][CH2:5][CH2:6][CH2:7][C@H:8]1[C@@H:16]2[C@@H:11]([NH:12][C:13]([NH:15]2)=[O:14])[CH2:10][S:9]1)=[O:3].CN1CCOCC1.ClC(OCC(C)C)=O.[CH3:32][C:33]([C:35]1[CH:40]=[CH:39][CH:38]=[C:37](N)[CH:36]=1)=[O:34]>CN(C=O)C>[C:33]([C:35]1[CH:36]=[CH:37][CH:38]=[CH:39][CH:40]=1)(=[O:34])[CH3:32].[OH:3][C:2]([CH2:4][CH2:5][CH2:6][CH2:7][C@H:8]1[C@@H:16]2[C@@H:11]([NH:12][C:13]([NH:15]2)=[O:14])[CH2:10][S:9]1)=[O:1] |f:5.6|. Procedure details: The D-biotin (1.0 gram (g), 4.1 millimoles (mmol) is solubilized in 45 milliliters (ml) of anhydrous DMF in the hot state. The mixture is cooled to 0° C. under argon, and then N-methylmorpholine (590 microliters (μl), 5.33 mmol) and isobutyl chloroformate (840 μl, 6.60 mmol) are successively added. The mixture is kept stirred for 30 minutes (min), and then 3-aminoacetophenone (824 mg, 6.10 mmol) and N-methylmorpholine (480 μl, 4.35 mmol) in 10 ml of DMF are added. The solution is maintained stir...